From a dataset of the Open Reaction Database (ORD), a public repository of structured organic reaction records. describe an organic reaction: reactants, conditions, products, and yield Starting materials: N#CC(c1ccccc1)(c1ccccc1)C1CCN(Cc2ccccc2)C1, ClC(Cl)Cl, [Na+], [OH-], O=S(=O)(O)O. Product: NC(=O)C(c1ccccc1)(c1ccccc1)C1CCN(Cc2ccccc2)C1. As a reaction SMILES: [CH2:6]([c:7]1[cH:8][cH:9][cH:10][cH:11][cH:12]1)[N:13]1[CH2:14][CH:15]([C:18]([C:19]#[N:20])([c:21]2[cH:22][cH:23][cH:24][cH:25][cH:26]2)[c:27]2[cH:28][cH:29][cH:30][cH:31][cH:32]2)[CH2:16][CH2:17]1.[CH:35]([Cl:36])([Cl:37])[Cl:38].[Na+:34].[OH-:33].[S:1](=[O:2])(=[O:3])([OH:4])[OH:5]>>[CH2:6]([c:7]1[cH:8][cH:9][cH:10][cH:11][cH:12]1)[N:13]1[CH2:14][CH:15]([C:18]([C:19]([NH2:20])=[O:33])([c:21]2[cH:22][cH:23][cH:24][cH:25][cH:26]2)[c:27]2[cH:28][cH:29][cH:30][cH:31][cH:32]2)[CH2:16][CH2:17]1.